From a dataset of the Open Reaction Database (ORD), a public repository of structured organic reaction records. describe an organic reaction: reactants, conditions, products, and yield Starting materials: OC1CC2(CC1)CC(N(C(C2)=O)CCCCBr)=O (2-Hydroxy-8-(4-bromobutyl)-8-azaspiro[4.5]decane-7,9dione-), C=1C=C[NH+]=CC1.[O-][Cr](=O)(=O)Cl (PCC). Run in C(Cl)Cl (CH2Cl2), C(Cl)Cl (CH2Cl2). Reaction conditions: time 2 hour. The product is O=C1CC2(CC1)CC(N(C(C2)=O)CCCCBr)=O (2-Oxo-8-(4-bromobutyl)-8-azaspiro[4.5]decane-7,9-dione). Yield: 98.0%. Reaction SMILES: [OH:1][CH:2]1[CH2:6][CH2:5][C:4]2([CH2:11][C:10](=[O:12])[N:9]([CH2:13][CH2:14][CH2:15][CH2:16][Br:17])[C:8](=[O:18])[CH2:7]2)[CH2:3]1.C1C=C[NH+]=CC=1.[O-][Cr](Cl)(=O)=O>C(Cl)Cl>[O:1]=[C:2]1[CH2:6][CH2:5][C:4]2([CH2:7][C:8](=[O:18])[N:9]([CH2:13][CH2:14][CH2:15][CH2:16][Br:17])[C:10](=[O:12])[CH2:11]2)[CH2:3]1 |f:1.2|. Procedure details: 2-Hydroxy-8-(4-bromobutyl)-8-azaspiro[4.5]decane-7,9dione-(15.92 g, 1.00 equiv) was dissolved in 100 mL of CH2Cl2 and added to a solution of PCC (120 g, 11 equiv) in 500 mL of CH2Cl2 and stirred at room temperature for 2 h. The solution was filtered through a bed of celite and the salts were washed with CH2Cl2. The solvent was evaporated in vacuo to give a red-brown sludge which was flash chromatographed in 20% EtOAc/hexane to afford the title compound (15.50 g, 98%) as a clear oil. Reactants: C1COCCN1, ClCCl, COC(=O)Cc1nc(N)sc1C. Yields the product Cc1sc(N)nc1CC(=O)N1CCOCC1. Reaction SMILES: [CH2:1]1[CH2:2][O:3][CH2:4][CH2:5][NH:6]1.[Cl:19][CH2:20][Cl:21].[NH2:7][c:8]1[s:9][c:10]([CH3:18])[c:11]([CH2:13][C:14](=[O:15])[O:16][CH3:17])[n:12]1>>[CH2:1]1[CH2:2][O:3][CH2:4][CH2:5][N:6]1[C:14]([CH2:13][c:11]1[c:10]([CH3:18])[s:9][c:8]([NH2:7])[n:12]1)=[O:15]. Starting materials: BrCCBr, C1CCOC1, COC(=O)Cc1cccc(Br)c1, [H-], [Na+], CN(C)C=O. Product: COC(=O)C1(c2cccc(Br)c2)CC1. As a reaction SMILES: [Br:15][CH2:16][CH2:17][Br:18].[CH2:19]1[O:20][CH2:21][CH2:22][CH2:23]1.[CH3:1][O:2][C:3]([CH2:4][c:5]1[cH:6][c:7]([Br:11])[cH:8][cH:9][cH:10]1)=[O:12].[H-:14].[Na+:13].[O:24]=[CH:25][N:26]([CH3:27])[CH3:28]>>[CH3:1][O:2][C:3]([C:4]1([c:5]2[cH:6][c:7]([Br:11])[cH:8][cH:9][cH:10]2)[CH2:16][CH2:17]1)=[O:12]. Reactants: C[Al](C)C, Cc1ccccc1, COC(=O)c1cc2nc(Nc3c(Cl)cncc3Cl)n(C)c2c2c1OC(C)(C)C2, Nc1ccc(C(F)(F)F)cc1. The product is Cn1c(Nc2c(Cl)cncc2Cl)nc2cc(C(=O)Nc3ccc(C(F)(F)F)cc3)c3c(c21)CC(C)(C)O3. RXN SMILES: [CH3:40][Al:41]([CH3:42])[CH3:43].[CH3:44][c:45]1[cH:46][cH:47][cH:48][cH:49][cH:50]1.[Cl:1][c:2]1[cH:3][n:4][cH:5][c:6]([Cl:28])[c:7]1[NH:8][c:9]1[n:10][c:11]2[c:12]([n:13]1[CH3:14])[c:15]1[c:19]([c:20]([C:22]([O:24][CH3:23])=[O:25])[cH:21]2)[O:18][C:17]([CH3:26])([CH3:27])[CH2:16]1.[F:29][C:30]([c:31]1[cH:32][cH:33][c:34]([NH2:35])[cH:36][cH:37]1)([F:38])[F:39]>>[Cl:1][c:2]1[cH:3][n:4][cH:5][c:6]([Cl:28])[c:7]1[NH:8][c:9]1[n:10][c:11]2[c:12]([n:13]1[CH3:14])[c:15]1[c:19]([c:20]([C:22](=[O:24])[NH:35][c:34]3[cH:33][cH:32][c:31]([C:30]([F:29])([F:38])[F:39])[cH:37][cH:36]3)[cH:21]2)[O:18][C:17]([CH3:26])([CH3:27])[CH2:16]1. Reactants: [N+](=O)([O-])C=1C=C(C=O)C=CC1 (3-Nitrobenzaldehyde), C(C)(=O)NCC(=O)O (N-acetylglycine), C(C)(=O)[O-].[Na+] (sodium acetate), C(C)(=O)OC(C)=O (acetic anhydride), ice water. Reaction conditions: temperature 120 celsius, time 6 hour. Product: CC=1OC(C(N1)=CC1=CC(=CC=C1)[N+](=O)[O-])=O (2-methyl-4-(3-nitrobenzylidene)oxazol-5(4H)-one). Isolated yield 70.3%. RXN SMILES: [N+:1]([C:4]1[CH:5]=[C:6]([CH:9]=[CH:10][CH:11]=1)[CH:7]=O)([O-:3])=[O:2].[C:12]([NH:15][CH2:16][C:17]([OH:19])=[O:18])(=O)[CH3:13].C([O-])(=O)C.[Na+].C(OC(=O)C)(=O)C>>[CH3:13][C:12]1[O:19][C:17](=[O:18])[C:16](=[CH:7][C:6]2[CH:9]=[CH:10][CH:11]=[C:4]([N+:1]([O-:3])=[O:2])[CH:5]=2)[N:15]=1 |f:2.3|. Reported procedure: 3-Nitrobenzaldehyde (45.3 g, 0.3 mol), N-acetylglycine (42.1 g, 0.36 mol) and sodium acetate (32 g, 0.39 mol) were mixed with acetic anhydride (142 ml, 1.5 mol) and the resulting mixture heated with stirring to 120° C. for 6 hrs, giving a dark solution. The mixture was then cooled to RT overnight, resulting in the formation of a precipitated solid. The reaction mixture was poured into ice-water (130 g) and the resulting suspended solid was collected by filtration. The crude solid product (72 g) ... Starting materials: C(C1=CC=CC=C1)N1[C@H](CN(CC1)CC1=CC=CC=C1)CCC1=CC(=CC=C1)Cl ((S)-1,4-dibenzyl-2-[2-(3-chloro-phenyl)-ethyl]-piperazine), ClC(=O)OC(C)Cl (1-chloroethyl chloroformate). Run in ClC(C)Cl (dichloroethane). Yields the product ClC=1C=C(C=CC1)CC[C@@H]1NCCNC1 ((S)-2-[2-(3-chloro-phenyl)-ethyl]-piperazine). The yield is 16.4%. Reaction SMILES: C([N:8]1[CH2:13][CH2:12][N:11](CC2C=CC=CC=2)[CH2:10][C@@H:9]1[CH2:21][CH2:22][C:23]1[CH:28]=[CH:27][CH:26]=[C:25]([Cl:29])[CH:24]=1)C1C=CC=CC=1.ClC(OC(Cl)C)=O>ClC(Cl)C>[Cl:29][C:25]1[CH:24]=[C:23]([CH2:22][CH2:21][C@H:9]2[CH2:10][NH:11][CH2:12][CH2:13][NH:8]2)[CH:28]=[CH:27][CH:26]=1. Procedure: Dissolve (S)-1,4-dibenzyl-2-[2-(3-chloro-phenyl)-ethyl]-piperazine (4.48 g, 11.07 mmol) in dichloroethane (40 ml). Cool the solution to 0° and then add 1-chloroethyl chloroformate (4.75 g, 33.21 mmol) dropwise. Warm the solution to ambient temperature and then heat it at reflux for 42 hours. Remove the dichloroethane under vacuum and reflux the resulting residue in methanol (100 ml) for 1 hour. Remove the methanol under vacuum and dissolve the resulting precipitate in 1N NaOH. Extract the aqueou... Reactants: Cc1ccc(O)c([N+](=O)[O-])c1, COc1cc2nccc(Cl)c2cc1OC, Clc1ccccc1Cl, O. Yields the product COc1cc2nccc(Oc3ccc(C)cc3[N+](=O)[O-])c2cc1OC. RXN SMILES: [CH3:16][c:17]1[cH:18][c:19]([N+:24](=[O:25])[O-:26])[c:20]([OH:23])[cH:21][cH:22]1.[Cl:1][c:2]1[cH:3][cH:4][n:5][c:6]2[cH:7][c:8]([O:14][CH3:15])[c:9]([O:12][CH3:13])[cH:10][c:11]12.[Cl:28][c:29]1[cH:30][cH:31][cH:32][cH:33][c:34]1[Cl:35].[OH2:27]>>[c:2]1([O:23][c:20]2[c:19]([N+:24](=[O:25])[O-:26])[cH:18][c:17]([CH3:16])[cH:22][cH:21]2)[cH:3][cH:4][n:5][c:6]2[cH:7][c:8]([O:14][CH3:15])[c:9]([O:12][CH3:13])[cH:10][c:11]12. The reactants are CCOC(C)=O, C(=NC1CCCCC1)=NC1CCCCC1, Oc1c(F)c(F)c(F)c(F)c1F, NCc1ccccc1. Yields the product NC(=O)c1ccccc1. RXN SMILES: [CH3:36][CH2:37][O:38][C:39]([CH3:40])=[O:41].[CH:1]1([N:2]=[C:3]=[N:4][CH:5]2[CH2:6][CH2:7][CH2:8][CH2:9][CH2:10]2)[CH2:11][CH2:12][CH2:13][CH2:14][CH2:15]1.[F:16][c:17]1[c:18]([OH:23])[c:19]([F:20])[c:21]([F:22])[c:24]([F:25])[c:26]1[F:27].[NH2:28][CH2:29][c:30]1[cH:31][cH:32][cH:33][cH:34][cH:35]1>>[O:23]=[C:29]([NH2:28])[c:30]1[cH:31][cH:32][cH:33][cH:34][cH:35]1.